Dataset: the Open Reaction Database (ORD), a public repository of structured organic reaction records. Task: describe an organic reaction: reactants, conditions, products, and yield Starting materials: O=C(O)C(=Cc1ccco1)c1ccc(Br)cc1, O=C(Cl)C(=O)Cl, ClCCl, CN(C)C=O. The product is O=C(Cl)C(=Cc1ccco1)c1ccc(Br)cc1. Reaction SMILES: [Br:1][c:2]1[cH:3][cH:4][c:5]([C:8]([C:9](=[O:10])[OH:11])=[CH:12][c:13]2[o:14][cH:15][cH:16][cH:17]2)[cH:6][cH:7]1.[Cl:18][C:19]([C:20]([Cl:21])=[O:22])=[O:23].[Cl:29][CH2:30][Cl:31].[O:24]=[CH:25][N:26]([CH3:27])[CH3:28]>>[Br:1][c:2]1[cH:3][cH:4][c:5]([C:8]([C:9](=[O:10])[Cl:18])=[CH:12][c:13]2[o:14][cH:15][cH:16][cH:17]2)[cH:6][cH:7]1. The product is Cc1cn(C2OC(CO[Si](C)(C)C(C)(C)C)CC2O)c(=O)[nH]c1=O. Reaction SMILES: [C:18]([CH3:19])([CH3:20])([CH3:21])[Si:22]([CH3:23])([CH3:24])[Cl:25].[CH3:1][c:2]1[c:3](=[O:17])[nH:4][c:5](=[O:16])[n:6]([CH:7]2[CH:8]([OH:9])[CH2:10][CH:11]([CH2:12][OH:13])[O:14]2)[cH:15]1.[CH3:26][OH:27].[CH3:34][CH2:35][O:36][C:37](=[O:38])[CH3:39].[cH:28]1[cH:29][cH:30][n:31][cH:32][cH:33]1>>[CH3:1][c:2]1[c:3](=[O:17])[nH:4][c:5](=[O:16])[n:6]([CH:7]2[CH:8]([OH:9])[CH2:10][CH:11]([CH2:12][O:13][Si:22]([C:18]([CH3:19])([CH3:20])[CH3:21])([CH3:23])[CH3:24])[O:14]2)[cH:15]1. Starting materials: CC(C)(C)[Si](C)(C)Cl, Cc1cn(C2OC(CO)CC2O)c(=O)[nH]c1=O, CO, CCOC(C)=O, c1ccncc1. Conditions: time 21.5 hour. Reaction SMILES: [Li+].[OH-].[N:3]1[C:7]2[CH:8]=[CH:9][CH:10]=[CH:11][C:6]=2[NH:5][C:4]=1[CH2:12][NH:13][C:14]([C:16]1[CH:17]=[CH:18][C:19]2[NH:25][CH:24]([CH2:26][C:27]([O:29]C)=[O:28])[C:23](=[O:31])[N:22]([CH3:32])[CH2:21][C:20]=2[CH:33]=1)=[O:15].CC#N.O>C1COCC1.O>[N:3]1[C:7]2[CH:8]=[CH:9][CH:10]=[CH:11][C:6]=2[NH:5][C:4]=1[CH2:12][NH:13][C:14]([C:16]1[CH:17]=[CH:18][C:19]2[NH:25][CH:24]([CH2:26][C:27]([OH:29])=[O:28])[C:23](=[O:31])[N:22]([CH3:32])[CH2:21][C:20]=2[CH:33]=1)=[O:15] |f:0.1,3.4|. Yields the product N1=C(NC2=C1C=CC=C2)CNC(=O)C=2C=CC1=C(CN(C(C(N1)CC(=O)O)=O)C)C2 ((±)-7-[[[(2-Benzimidazolyl)methyl]amino]carbonyl]4-methyl-3-oxo-2,3,4,5-tetrahydro-1H-1,4-benzodiazepine-2-acetic acid). Procedure: 1.0 N LiOH (0.57 mL, 0.57 mmol) was added dropwise at RT to a mixture of methyl (±)-7-[[[(2-benzimidazolyl)methyl]amino]carbonyl]4-methyl-3-oxo-2,3,4,5-tetrahydro-1H-1,4-benzodiazepine-2-acetate (0.11 g, 0.26 mmol) in THF (4 mL) and H2O (5 mL). The resulting light brownish-yellow solution was stirred for 21.5 h, then was concentrated on the rotavap. The resulting residue was lyophilized to give the crude product (0.11 g, 100%) as a yellowish powder. Preparative HPLC. (PRP-1® column, step gradien... The solvent is C1CCOC1 (THF), O (H2O). Reactants: [Li+].[OH-] (LiOH), N1=C(NC2=C1C=CC=C2)CNC(=O)C=2C=CC1=C(CN(C(C(N1)CC(=O)OC)=O)C)C2 (methyl (±)-7-[[[(2-benzimidazolyl)methyl]amino]carbonyl]4-methyl-3-oxo-2,3,4,5-tetrahydro-1H-1,4-benzodiazepine-2-acetate), CC#N.O (CH3CN H2O). Starting materials: BrCc1ccccc1, COC(=O)c1cccc(Br)c1NS(=O)(=O)c1ccc(OC)cc1, Cl, [H-], [Na+], CN(C)C=O, O. Yields the product COC(=O)c1cccc(Br)c1N(Cc1ccccc1)S(=O)(=O)c1ccc(OC)cc1. As a reaction SMILES: [Br:26][CH2:27][c:28]1[cH:29][cH:30][cH:31][cH:32][cH:33]1.[CH3:1][O:2][C:3]([c:4]1[c:5]([NH:11][S:12](=[O:13])(=[O:14])[c:15]2[cH:16][cH:17][c:18]([O:21][CH3:22])[cH:19][cH:20]2)[c:6]([Br:10])[cH:7][cH:8][cH:9]1)=[O:23].[ClH:34].[H-:24].[Na+:25].[O:35]=[CH:36][N:37]([CH3:38])[CH3:39].[OH2:40]>>[CH3:1][O:2][C:3]([c:4]1[c:5]([N:11]([S:12](=[O:13])(=[O:14])[c:15]2[cH:16][cH:17][c:18]([O:21][CH3:22])[cH:19][cH:20]2)[CH2:27][c:28]2[cH:29][cH:30][cH:31][cH:32][cH:33]2)[c:6]([Br:10])[cH:7][cH:8][cH:9]1)=[O:23]. RXN SMILES: [CH2:1]([N:8]1[CH2:23][CH2:22][N:11]2[C:12](=[O:21])[C:13]3[CH:14]=[C:15](Br)[CH:16]=[CH:17][C:18]=3[CH2:19][C@@H:10]2[CH2:9]1)[C:2]1[CH:7]=[CH:6][CH:5]=[CH:4][CH:3]=1.[C:24]([Cu])#[N:25].CCOC(C)=O.O>CN1CCN(C)C1=O.[Cu]I>[CH2:1]([N:8]1[CH2:23][CH2:22][N:11]2[C:12](=[O:21])[C:13]3[CH:14]=[C:15]([C:24]#[N:25])[CH:16]=[CH:17][C:18]=3[CH2:19][C@@H:10]2[CH2:9]1)[C:2]1[CH:7]=[CH:6][CH:5]=[CH:4][CH:3]=1. Solvent: CN1C(N(CC1)C)=O (1,3-dimethyl-2-imidazolidinone). Procedure details: Mixture of (R)-2-benzyl-8-bromo-1,2,3,4,11,11a-hexahydro-pyrazino[1,2-b]isoquinolin-6-one (25 mg, 0.067 mmol), CuCN (12.9 mg, 0.14 mmol) and CuI (3.7 mg, 0.29 mmol) in 1,3-dimethyl-2-imidazolidinone (1.5 mL) was stirred at 190° C. for 83 min in microwave. The reaction was cooled to RT and added EtOAc (20 mL) and H2O (5 mL). Filtered off the precipitate and rinsed with EtOAc (50 mL). The organic layer was separated and washed with brine (5 mL), dried over MgSO4, and conc in vacuo to give crude pr... The reactants are C(C1=CC=CC=C1)N1C[C@@H]2N(C(C=3C=C(C=CC3C2)Br)=O)CC1 ((R)-2-benzyl-8-bromo-1,2,3,4,11,11a-hexahydro-pyrazino[1,2-b]isoquinolin-6-one), C(#N)[Cu] (CuCN), CCOC(=O)C (EtOAc), O (H2O). Run at temperature 190 celsius, time 83 minute. The reagents and catalysts are [Cu]I (CuI). Product: C(C1=CC=CC=C1)N1C[C@@H]2N(C(C=3C=C(C=CC3C2)C#N)=O)CC1 ((R)-2-benzyl-8-cyano-1,2,3,4,11,11a-hexahydro-pyrazino[1,2-b]isoquinolin-6-one). The reactants are C1CCOC1, CP(C)C, ClCc1cc2cccc(Cl)c2nc1-c1ccccc1Cl, [N-]=[N+]=[N-], [Na+], CN(C)C=O, O. Yields the product NCc1cc2cccc(Cl)c2nc1-c1ccccc1Cl. RXN SMILES: [CH2:34]1[O:35][CH2:36][CH2:37][CH2:38]1.[CH3:25][P:26]([CH3:27])[CH3:28].[Cl:1][c:2]1[cH:3][cH:4][cH:5][c:6]2[cH:7][c:8]([CH2:19][Cl:20])[c:9](-[c:12]3[c:13]([Cl:18])[cH:14][cH:15][cH:16][cH:17]3)[n:10][c:11]12.[N-:22]=[N+:23]=[N-:24].[Na+:21].[O:29]=[CH:30][N:31]([CH3:32])[CH3:33].[OH2:39]>>[Cl:1][c:2]1[cH:3][cH:4][cH:5][c:6]2[cH:7][c:8]([CH2:19][NH2:22])[c:9](-[c:12]3[c:13]([Cl:18])[cH:14][cH:15][cH:16][cH:17]3)[n:10][c:11]12.